Task: describe an organic reaction: reactants, conditions, products, and yield. Dataset: the Open Reaction Database (ORD), a public repository of structured organic reaction records Starting materials: C(CCC)C=1N=C(NC(C1CC1=CC=C(C=C1)C=1C(=CC=CC1)C#N)=O)C (4′-[(4-butyl-2-methyl-6-oxo-1,6-dihydropyrimidin-5-yl)methyl]biphenyl-2-carbonitrile), C([O-])([O-])=O.[K+].[K+] (potassium carbonate), ClCC=1C(=NOC1C)C (4-(chloromethyl)-3,5-dimethylisoxazole), CN(C=O)C (N,N-dimethylformamide). The solvent is C(C)(=O)OCC (ethyl acetate). Conditions: temperature 90 celsius, time 2 hour. The product is C(CCC)C=1N=C(N(C(C1CC1=CC=C(C=C1)C=1C(=CC=CC1)C#N)=O)CC=1C(=NOC1C)C)C (4′-({4-butyl-1-[(3,5-dimethylisoxazol-4-yl)methyl]-2-methyl-6-oxo-1,6-dihydropyrimidin-5-yl}methyl)biphenyl-2-carbonitrile). Reaction SMILES: [CH2:1]([C:5]1[N:6]=[C:7]([CH3:27])[NH:8][C:9](=[O:26])[C:10]=1[CH2:11][C:12]1[CH:17]=[CH:16][C:15]([C:18]2[C:19]([C:24]#[N:25])=[CH:20][CH:21]=[CH:22][CH:23]=2)=[CH:14][CH:13]=1)[CH2:2][CH2:3][CH3:4].C(=O)([O-])[O-].[K+].[K+].Cl[CH2:35][C:36]1[C:37]([CH3:42])=[N:38][O:39][C:40]=1[CH3:41].CN(C)C=O>C(OCC)(=O)C>[CH2:1]([C:5]1[N:6]=[C:7]([CH3:27])[N:8]([CH2:35][C:36]2[C:37]([CH3:42])=[N:38][O:39][C:40]=2[CH3:41])[C:9](=[O:26])[C:10]=1[CH2:11][C:12]1[CH:17]=[CH:16][C:15]([C:18]2[C:19]([C:24]#[N:25])=[CH:20][CH:21]=[CH:22][CH:23]=2)=[CH:14][CH:13]=1)[CH2:2][CH2:3][CH3:4] |f:1.2.3|. Procedure: A mixture of 4′-[(4-butyl-2-methyl-6-oxo-1,6-dihydropyrimidin-5-yl)methyl]biphenyl-2-carbonitrile (1.02 g), potassium carbonate (1.28 g), 4-(chloromethyl)-3,5-dimethylisoxazole (0.45 g) and N,N-dimethylformamide (20 mL) was stirred at 90° C. for 2 hr. The reaction mixture was diluted with ethyl acetate, washed with water and then with saturated brine, and dried over anhydrous magnesium sulfate. The solvent was evaporated under reduced pressure and the residue was purified by silica gel column ch...